Dataset: the Open Reaction Database (ORD), a public repository of structured organic reaction records. Task: describe an organic reaction: reactants, conditions, products, and yield Reactants: CCOC(=O)c1c(C)c[nH]c1CC(=O)O, CCN=C=NCCCN(C)C, ClCCl, Cl, CN1CCC(O)(CN)CC1, On1nnc2ccccc21. Yields the product CCOC(=O)c1c(C)c[nH]c1CC(=O)NCC1(O)CCN(C)CC1. RXN SMILES: [CH2:1]([CH3:2])[O:3][C:4](=[O:5])[c:6]1[c:7]([CH2:12][C:13](=[O:14])[OH:15])[nH:8][cH:9][c:10]1[CH3:11].[CH2:27]([N:28]=[C:29]=[N:30][CH2:31][CH2:32][CH2:33][N:34]([CH3:35])[CH3:36])[CH3:37].[Cl:48][CH2:49][Cl:50].[ClH:26].[NH2:16][CH2:17][C:18]1([OH:25])[CH2:19][CH2:20][N:21]([CH3:24])[CH2:22][CH2:23]1.[OH:38][n:39]1[c:40]2[cH:41][cH:42][cH:43][cH:44][c:45]2[n:46][n:47]1>>[CH2:1]([CH3:2])[O:3][C:4](=[O:5])[c:6]1[c:7]([CH2:12][C:13](=[O:15])[NH:16][CH2:17][C:18]2([OH:25])[CH2:19][CH2:20][N:21]([CH3:24])[CH2:22][CH2:23]2)[nH:8][cH:9][c:10]1[CH3:11].